This data is from the Open Reaction Database (ORD), a public repository of structured organic reaction records. The task is: describe an organic reaction: reactants, conditions, products, and yield Reactants: [O-]CC.[Na+] (sodium ethoxide), ClC=1C=C(C=2N(N1)C(=NN2)N)C2CC2 (6-Chloro-8-cyclopropyl-[1,2,4]triazolo[4,3-b]pyridazin-3-ylamine), O (water). Solvent: C(C)O (ethanol). Run at time 8 hour. Product: C1(CC1)C=1C=2N(N=C(C1)OCC)C(=NN2)N (8-Cyclopropyl-6-ethoxy-[1,2,4]triazolo[4,3-b]pyridazin-3-ylamine). The yield is 113.0%. RXN SMILES: Cl[C:2]1[CH:3]=[C:4]([CH:12]2[CH2:14][CH2:13]2)[C:5]2[N:6]([C:8]([NH2:11])=[N:9][N:10]=2)[N:7]=1.[O-:15][CH2:16][CH3:17].[Na+].O>C(O)C>[CH:12]1([C:4]2[C:5]3[N:6]([C:8]([NH2:11])=[N:9][N:10]=3)[N:7]=[C:2]([O:15][CH2:16][CH3:17])[CH:3]=2)[CH2:14][CH2:13]1 |f:1.2|. Procedure details: 6-Chloro-8-cyclopropyl-[1,2,4]triazolo[4,3-b]pyridazin-3-ylamine (W2.010, 77 mg) was initially charged in ethanol (10 ml) while stirring at RT and admixed with sodium ethoxide (67 mg). After stirring for 4.5 h, the mixture was left to stand overnight and then the solvent was drawn off. The residue was admixed with water and extracted three times with dichloromethane. The combined organic phases were dried over sodium sulfate and, after the desiccant had been filtered off, dried under reduced pre... The reactants are CCOC(=O)c1csc(-c2ccc3c(c2)N(C(=O)OC(C)(C)C)CC3)n1, ClCCl, O=C(O)C(F)(F)F. Yields the product CCOC(=O)c1csc(-c2ccc3c(c2)NCC3)n1. Reaction SMILES: [C:1]([O:2][C:3](=[O:4])[N:8]1[CH2:9][CH2:10][c:11]2[cH:12][cH:13][c:14](-[c:17]3[s:18][cH:19][c:20]([C:22](=[O:23])[O:24][CH2:25][CH3:26])[n:21]3)[cH:15][c:16]21)([CH3:5])([CH3:6])[CH3:7].[Cl:34][CH2:35][Cl:36].[F:27][C:28]([F:29])([F:30])[C:31]([OH:32])=[O:33]>>[NH:8]1[CH2:9][CH2:10][c:11]2[cH:12][cH:13][c:14](-[c:17]3[s:18][cH:19][c:20]([C:22](=[O:23])[O:24][CH2:25][CH3:26])[n:21]3)[cH:15][c:16]21. The reactants are C1(=CC=CC=C1)C1=NC2=CC=C(C=C2N=C1N1CCN(CC1)C1=NC=C(C=C1)C(F)(F)F)C(=O)OC (methyl 2-phenyl-3-(4-(5-(trifluoromethyl)pyridin-2-yl)piperazin-1-yl)quinoxaline-6-carboxylate), [OH-].[Na+] (sodium hydroxide), Cl (hydrochloric acid). Run in O (water), CO (methanol). Product: C1(=CC=CC=C1)C1=NC2=CC=C(C=C2N=C1N1CCN(CC1)C1=NC=C(C=C1)C(F)(F)F)C(=O)O (2-Phenyl-3-(4-(5-(trifluoromethyl)pyridin-2-yl)piperazin-1-yl)quinoxaline-6-carboxylic acid). As a reaction SMILES: [C:1]1([C:7]2[C:16]([N:17]3[CH2:22][CH2:21][N:20]([C:23]4[CH:28]=[CH:27][C:26]([C:29]([F:32])([F:31])[F:30])=[CH:25][N:24]=4)[CH2:19][CH2:18]3)=[N:15][C:14]3[C:9](=[CH:10][CH:11]=[C:12]([C:33]([O:35]C)=[O:34])[CH:13]=3)[N:8]=2)[CH:6]=[CH:5][CH:4]=[CH:3][CH:2]=1.[OH-].[Na+].Cl>CO.O>[C:1]1([C:7]2[C:16]([N:17]3[CH2:18][CH2:19][N:20]([C:23]4[CH:28]=[CH:27][C:26]([C:29]([F:31])([F:32])[F:30])=[CH:25][N:24]=4)[CH2:21][CH2:22]3)=[N:15][C:14]3[C:9](=[CH:10][CH:11]=[C:12]([C:33]([OH:35])=[O:34])[CH:13]=3)[N:8]=2)[CH:2]=[CH:3][CH:4]=[CH:5][CH:6]=1 |f:1.2|. Reported procedure: Into a 50-mL round-bottom flask, was placed a solution of methyl 2-phenyl-3-(4-(5-(trifluoromethyl)pyridin-2-yl)piperazin-1-yl)quinoxaline-6-carboxylate (210.8 mg, 0.43 mmol, 1.00 equiv) in methanol (15 mL). This was followed by the addition of a solution of sodium hydroxide (85.5 mg, 2.14 mmol, 5.00 equiv) in water (1.5 mL), which was added dropwise with stirring. The suiting solution was stirred overnight at 50° C. in an oil bath. The pH value of the solution was adjusted to 3-4 with 1N hydroc... Starting materials: O.NN (hydrazine hydrate), C(C)OCC (diethyl ether), OC1=C(C=CC=C1CC=1N=CNC1)C(OC)=N (methyl 2-hydroxy-3-(1H-imidazol-4-ylmethyl)-benzenecarboximidate), 6.a. Run in CO (methanol), CO (methanol). Conditions: time 15 minute. Product: OC1=C(C=CC=C1CC=1N=CNC1)C(=N)NN (2-hydroxy-3-(1H-imidazol-4-ylmethyl)-benzenecarboximidic acid hydrazide). Yield: 157.2%. Reaction SMILES: O[C:2]1[C:7]([CH2:8][C:9]2[N:10]=[CH:11][NH:12][CH:13]=2)=[CH:6][CH:5]=[CH:4][C:3]=1[C:14](=[NH:17])OC.[OH2:18].[NH2:19][NH2:20].C(OCC)C>CO>[OH:18][C:2]1[C:7]([CH2:8][C:9]2[N:10]=[CH:11][NH:12][CH:13]=2)=[CH:6][CH:5]=[CH:4][C:3]=1[C:14]([NH:19][NH2:20])=[NH:17] |f:1.2|. Procedure: A solution of 2 g (0.0066 mole) of methyl 2-hydroxy-3-(1H-imidazol-4-ylmethyl)-benzenecarboximidate prepared in 6.a) above in 20 ml of methanol is added in one go to a solution of 1.52 ml (0.0033 mole) of hydrazine hydrate in 20 ml of methanol. The reaction is allowed to proceed for 15 minutes, then 40 ml of diethyl ether are added. The precipitate which has formed is filtered off and the filtrate is concentrated under reduced pressure. The evaporation residue is purified by preparative liquid c... Starting materials: CC1=NN(C(C2=CC=CC=C12)=O)CCBr (2-(4-Methyl-2H-phthalazin-1-on-2-yl)ethyl bromide), CN (methylamine). The solvent is C(C)O (ethanol). Product: Br.CC1=NN(C(C2=CC=CC=C12)=O)CCNC (2-(4-Methyl-2H-phthalazin-1-on-2-yl)-N-methylethylamine hydrobromide). As a reaction SMILES: [CH3:1][C:2]1[C:11]2[C:6](=[CH:7][CH:8]=[CH:9][CH:10]=2)[C:5](=[O:12])[N:4]([CH2:13][CH2:14][Br:15])[N:3]=1.[CH3:16][NH2:17]>C(O)C>[BrH:15].[CH3:1][C:2]1[C:11]2[C:6](=[CH:7][CH:8]=[CH:9][CH:10]=2)[C:5](=[O:12])[N:4]([CH2:13][CH2:14][NH:17][CH3:16])[N:3]=1 |f:3.4|. Procedure: 2-(4-Methyl-2H-phthalazin-1-on-2-yl)ethyl bromide (6.1 g) and methylamine (20 ml of 30% ethanolic methylamine) in ethanol (150 ml) were heated in a bomb at 100° for 2 hours. The solvent was removed and the residue triturated with ethyl acetate to give a yellow solid, which was recrystallised from ethanol to afford the title compound, yield 5.03 g, m.p. 219°-221°. The reactants are 1a, ClSiR1R2R3, BrC1=CC(=CC=C1)Br (1,3-dibromobenzene), Cl[Si](CCC)(CCC)CCC (chloro-tri-n-propylsilane). The product is BrC1=CC(=CC=C1)[Si](CCC)(CCC)CCC (1-Bromo-3-tri-n-propylsilanyl-benzene). Reaction SMILES: Br[C:2]1[CH:7]=[CH:6][CH:5]=[C:4]([Br:8])[CH:3]=1.Cl[Si:10]([CH2:17][CH2:18][CH3:19])([CH2:14][CH2:15][CH3:16])[CH2:11][CH2:12][CH3:13]>>[Br:8][C:4]1[CH:5]=[CH:6][CH:7]=[C:2]([Si:10]([CH2:17][CH2:18][CH3:19])([CH2:14][CH2:15][CH3:16])[CH2:11][CH2:12][CH3:13])[CH:3]=1. Procedure details: 1-Bromo-3-tri-n-propylsilanyl-benzene is prepared in a manner analogous to the procedure described in examples 1 and 1a utilizing 1,3-dibromobenzene and chloro-tri-n-propylsilane as the ClSiR1R2R3 compound. Starting materials: stannous chloride dihydride, [N+](=O)([O-])C=1C=C(C=CC1)/C=C/C1=NC(=CC=C1)COCCCCC1=CC=C(C=C1)C (2-[(E)-2-(3-nitrophenyl)ethenyl]-6-[4-(4-methylphenyl)butoxy]methylpyridine). Solvent: CO (methanol), CO (methanol). The product is NC=1C=C(C=CC1)/C=C/C1=NC(=CC=C1)COCCCCC1=CC=C(C=C1)C (2-[(E)-2-(3-aminophenyl)ethenyl]-6-[4-(4-methylphenyl) butoxy]methylpyridine). Isolated yield 84.4%. As a reaction SMILES: [N+:1]([C:4]1[CH:5]=[C:6](/[CH:10]=[CH:11]/[C:12]2[CH:17]=[CH:16][CH:15]=[C:14]([CH2:18][O:19][CH2:20][CH2:21][CH2:22][CH2:23][C:24]3[CH:29]=[CH:28][C:27]([CH3:30])=[CH:26][CH:25]=3)[N:13]=2)[CH:7]=[CH:8][CH:9]=1)([O-])=O>CO>[NH2:1][C:4]1[CH:5]=[C:6](/[CH:10]=[CH:11]/[C:12]2[CH:17]=[CH:16][CH:15]=[C:14]([CH2:18][O:19][CH2:20][CH2:21][CH2:22][CH2:23][C:24]3[CH:29]=[CH:28][C:27]([CH3:30])=[CH:26][CH:25]=3)[N:13]=2)[CH:7]=[CH:8][CH:9]=1. Procedure: To 1.6 g of 2-[(E)-2-(3-nitrophenyl)ethenyl]-6-[4-(4-methylphenyl)butoxy]methylpyridine was added 10 ml of methanol and then added 3 g of stannous chloride dihydride in 10 ml of methanol, and the mixture was stirred under reflux for 3.5 hours. After completion of the reaction, the solvent was distilled off and the residue was made alkaline with an aqueous sodium hydroxide solution. To the solution was added ethyl acetate and the mixture was filtered by sellaite. The organic layer was separated, ... Reactants: ClC=1C=C(C(=O)Cl)C=CN1 (2-chloroisonicotinoyl chloride), ClC1=CC(=C(C=C1)S(=O)(=O)N)C(F)(F)F (4-chloro-2-trifluoromethylbenzenesulfonamide), Cl (hydrochloric acid). Solvent: N1=CC=CC=C1 (pyridine). Conditions: time 2 hour. The product is ClC1=CC(=C(C=C1)S(=O)(=O)NC(C1=CC(=NC=C1)Cl)=O)C(F)(F)F (N-(4-chloro-2-trifluoromethylphenylsulfonyl)-2-chloroisonicotinamide). The yield is 85.1%. Reaction SMILES: [Cl:1][C:2]1[CH:7]=[CH:6][C:5]([S:8]([NH2:11])(=[O:10])=[O:9])=[C:4]([C:12]([F:15])([F:14])[F:13])[CH:3]=1.[Cl:16][C:17]1[CH:18]=[C:19]([CH:23]=[CH:24][N:25]=1)[C:20](Cl)=[O:21].Cl>N1C=CC=CC=1>[Cl:1][C:2]1[CH:7]=[CH:6][C:5]([S:8]([NH:11][C:20](=[O:21])[C:19]2[CH:23]=[CH:24][N:25]=[C:17]([Cl:16])[CH:18]=2)(=[O:10])=[O:9])=[C:4]([C:12]([F:15])([F:13])[F:14])[CH:3]=1. Procedure details: 2.6 g (0.01 mol) of 4-chloro-2-trifluoromethylbenzenesulfonamide were dissolved in 20 ml of pyridine, 2-chloroisonicotinoyl chloride was added dropwise at room temperature. Agitation was then continued for 2 hr. at the same temperature. The reaction mixture was acidified by adding aqueous hydrochloric acid, and the precipitate thus formed was extracted by ethyl acetate. The organic layer obtained was dried and then concentrated to precipitate crude crystals, which were recrystallized by solvent ...